Dataset: the Open Reaction Database (ORD), a public repository of structured organic reaction records. Task: describe an organic reaction: reactants, conditions, products, and yield Reactants: BrCCOc1cccc(-c2noc3ccsc23)c1, O=C([O-])[O-], CC#N, NCc1ccc(F)cc1, [K+], [K+]. The product is Fc1ccc(CNCCOc2cccc(-c3noc4ccsc34)c2)cc1. RXN SMILES: [Br:1][CH2:2][CH2:3][O:4][c:5]1[cH:6][c:7](-[c:11]2[n:12][o:13][c:14]3[c:15]2[s:16][cH:17][cH:18]3)[cH:8][cH:9][cH:10]1.[C:19](=[O:20])([O-:21])[O-:22].[CH3:34][C:35]#[N:36].[F:25][c:26]1[cH:27][cH:28][c:29]([CH2:30][NH2:31])[cH:32][cH:33]1.[K+:23].[K+:24]>>[CH2:2]([CH2:3][O:4][c:5]1[cH:6][c:7](-[c:11]2[n:12][o:13][c:14]3[c:15]2[s:16][cH:17][cH:18]3)[cH:8][cH:9][cH:10]1)[NH:31][CH2:30][c:29]1[cH:28][cH:27][c:26]([F:25])[cH:33][cH:32]1. The product is C(C1=CC=CC=C1)(C1=CC=CC=C1)N1C(=C(C2=CC(=CC=C12)Cl)CCNC1=CC=C(C(=O)O)C=C1)CCNS(=O)(=O)C1=C(C=CC=C1)Cl (4-({2-[1-benzhydryl-5-chloro-2-(2-{[(2-chlorophenyl)sulfonyl]amino}ethyl)-1H- indol-3-yl]ethyl}amino)benzoic acid). Reaction SMILES: C[O:2][C:3](=[O:39])[C:4]1[CH:9]=[CH:8][C:7]([NH:10][CH2:11][CH2:12][C:13]2[C:21]3[C:16](=[CH:17][CH:18]=[C:19]([Cl:22])[CH:20]=3)[N:15]([CH:23]([C:30]3[CH:35]=[CH:34][CH:33]=[CH:32][CH:31]=3)[C:24]3[CH:29]=[CH:28][CH:27]=[CH:26][CH:25]=3)[C:14]=2[CH2:36][CH2:37][NH2:38])=[CH:6][CH:5]=1.[Cl:40][C:41]1[CH:46]=[CH:45][CH:44]=[CH:43][C:42]=1[S:47](Cl)(=[O:49])=[O:48]>>[CH:23]([N:15]1[C:16]2[C:21](=[CH:20][C:19]([Cl:22])=[CH:18][CH:17]=2)[C:13]([CH2:12][CH2:11][NH:10][C:7]2[CH:8]=[CH:9][C:4]([C:3]([OH:39])=[O:2])=[CH:5][CH:6]=2)=[C:14]1[CH2:36][CH2:37][NH:38][S:47]([C:42]1[CH:43]=[CH:44][CH:45]=[CH:46][C:41]=1[Cl:40])(=[O:49])=[O:48])([C:24]1[CH:25]=[CH:26][CH:27]=[CH:28][CH:29]=1)[C:30]1[CH:31]=[CH:32][CH:33]=[CH:34][CH:35]=1. Starting materials: COC(C1=CC=C(C=C1)NCCC1=C(N(C2=CC=C(C=C12)Cl)C(C1=CC=CC=C1)C1=CC=CC=C1)CCN)=O (4-{2-[2-(2-Amino-ethyl)-1-benzhydryl-5-chloro-1H-indol-3-yl]-ethylamino}-benzoic acid methyl ester), ClC1=C(C=CC=C1)S(=O)(=O)Cl (2-chloro-benzenesulfonyl chloride). Procedure details: The intermediate from example 142 step 12 was treated with 2-chloro-benzenesulfonyl chloride according to the procedure in Example 87 step 2 to generate the desired product in 21% yield. The yield is 21.0%. Reactants: [NH4+].[Cl-] (NH4Cl), C(CCC)[Li] (n-Butyllithium), BrC1=NC(=CC=C1)Br (2,6-dibromopyridine), C1(CCC1)=O (cyclobutanone). Run in ClCCl (dichloromethane), ClCCl (dichloromethane). Reaction conditions: time 15 minute. The product is BrC1=CC=CC(=N1)C1(CCC1)O (1-(6-bromopyridin-2-yl)cyclobutanol). RXN SMILES: C([Li])CCC.Br[C:7]1[CH:12]=[CH:11][CH:10]=[C:9]([Br:13])[N:8]=1.[C:14]1(=[O:18])[CH2:17][CH2:16][CH2:15]1.[NH4+].[Cl-]>ClCCl>[Br:13][C:9]1[N:8]=[C:7]([C:14]2([OH:18])[CH2:17][CH2:16][CH2:15]2)[CH:12]=[CH:11][CH:10]=1 |f:3.4|. Reported procedure: n-Butyllithium (6.85 mL, 11.0 mmol) was added to a suspension of 2,6-dibromopyridine (2.36 g, 9.96 mmol) in dichloromethane (60 mL) at −78° C. The reaction mixture was stirred for 15 minutes and cyclobutanone (0.838 g, 12.0 mmol) was added in one portion at −78° C. The reaction was stirred for an additional 30 minutes before pouring the reaction into a mixture of saturated aqueous NH4Cl and dichloromethane. The organic layer was concentrated to dryness and was purified by flash chromatography to... The reactants are COC(=O)c1cc(Br)c(Br)o1, CC(C)[Mg+], [Cl-], C1CCOC1, O. The product is COC(=O)c1cc(Br)co1. RXN SMILES: [Br:1][c:2]1[cH:3][c:4]([C:8](=[O:9])[O:10][CH3:11])[o:5][c:6]1[Br:7].[CH:13]([Mg+:14])([CH3:15])[CH3:16].[Cl-:12].[O:18]1[CH2:19][CH2:20][CH2:21][CH2:22]1.[OH2:17]>>[Br:1][c:2]1[cH:3][c:4]([C:8](=[O:9])[O:10][CH3:11])[o:5][cH:6]1. Yields the product CCCCOC(C)(Cc1ccc(OCCC2CN(Cc3cccc(C(F)(F)F)c3)C(=O)N2C)cc1)C(=O)OCC. Reaction SMILES: [CH2:13]([CH3:14])[O:15][C:16]([C:17]([CH2:18][c:19]1[cH:20][cH:21][c:22]([O:25][CH2:26][CH2:27][CH:28]2[N:29]([CH3:34])[C:30](=[O:33])[NH:31][CH2:32]2)[cH:23][cH:24]1)([CH3:35])[O:36][CH2:37][CH2:38][CH2:39][CH3:40])=[O:41].[CH2:45]([N+:46]([CH2:47][CH2:48][CH2:49][CH3:50])([CH2:51][CH2:52][CH2:53][CH3:54])[CH2:55][CH2:56][CH2:57][CH3:58])[CH2:59][CH2:60][CH3:61].[CH3:62][CH2:63][O:64][C:65](=[O:66])[CH3:67].[F:1][C:2]([c:3]1[cH:4][c:5]([CH2:6][Br:7])[cH:8][cH:9][cH:10]1)([F:11])[F:12].[H-:42].[I-:44].[Na+:43]>>[F:1][C:2]([c:3]1[cH:4][c:5]([CH2:6][N:31]2[C:30](=[O:33])[N:29]([CH3:34])[CH:28]([CH2:27][CH2:26][O:25][c:22]3[cH:21][cH:20][c:19]([CH2:18][C:17]([C:16]([O:15][CH2:13][CH3:14])=[O:41])([CH3:35])[O:36][CH2:37][CH2:38][CH2:39][CH3:40])[cH:24][cH:23]3)[CH2:32]2)[cH:8][cH:9][cH:10]1)([F:11])[F:12]. The reactants are CCCCOC(C)(Cc1ccc(OCCC2CNC(=O)N2C)cc1)C(=O)OCC, CCCC[N+](CCCC)(CCCC)CCCC, CCOC(C)=O, FC(F)(F)c1cccc(CBr)c1, [H-], [I-], [Na+]. Starting materials: COC(=O)C(C#N)=Cc1ccc(OCCOc2c(Cl)cc(C)cc2Cl)cc1, C1CCOC1, CO, [Na+], [OH-]. Yields the product Cc1cc(Cl)c(OCCOc2ccc(C=C(C#N)C(=O)O)cc2)c(Cl)c1. Reaction SMILES: [C:6](#[N:7])[C:8]([C:9](=[O:10])[O:11][CH3:12])=[CH:13][c:14]1[cH:15][cH:16][c:17]([O:20][CH2:21][CH2:22][O:23][c:24]2[c:25]([Cl:32])[cH:26][c:27]([CH3:31])[cH:28][c:29]2[Cl:30])[cH:18][cH:19]1.[CH2:1]1[O:2][CH2:3][CH2:4][CH2:5]1.[CH3:35][OH:36].[Na+:34].[OH-:33]>>[C:6](#[N:7])[C:8]([C:9](=[O:10])[OH:11])=[CH:13][c:14]1[cH:15][cH:16][c:17]([O:20][CH2:21][CH2:22][O:23][c:24]2[c:25]([Cl:32])[cH:26][c:27]([CH3:31])[cH:28][c:29]2[Cl:30])[cH:18][cH:19]1.